Dataset: the Open Reaction Database (ORD), a public repository of structured organic reaction records. Task: describe an organic reaction: reactants, conditions, products, and yield Starting materials: BrCCCCOC1=CC2=C(C(=NS2)C2=CC=C(C=C2)Br)C=C1 (6-(4-Bromo-butoxy)-3-(4-bromo-phenyl)-benzo[d]isothiazole), C(C)NCCO (2-(ethylamino)ethanol). Yields the product BrC1=CC=C(C=C1)C1=NSC2=C1C=CC(=C2)OCCCCN(CCO)CC (2-[[4-[3-(4-Bromo-phenyl)-benzo[d]isothiazol-6-yloxy]-butyl]-ethyl-amino]-ethanol). Reaction SMILES: Br[CH2:2][CH2:3][CH2:4][CH2:5][O:6][C:7]1[CH:22]=[CH:21][C:10]2[C:11]([C:14]3[CH:19]=[CH:18][C:17]([Br:20])=[CH:16][CH:15]=3)=[N:12][S:13][C:9]=2[CH:8]=1.[CH2:23]([NH:25][CH2:26][CH2:27][OH:28])[CH3:24]>>[Br:20][C:17]1[CH:18]=[CH:19][C:14]([C:11]2[C:10]3[CH:21]=[CH:22][C:7]([O:6][CH2:5][CH2:4][CH2:3][CH2:2][N:25]([CH2:23][CH3:24])[CH2:26][CH2:27][OH:28])=[CH:8][C:9]=3[S:13][N:12]=2)=[CH:15][CH:16]=1. Procedure details: According to the method in example 4, 6-(4-Bromo-butoxy)-3-(4-bromo-phenyl)-benzo[d]isothiazole and 2-(ethylamino)ethanol were converted to yield 2-[[4-[3-(4-Bromo-phenyl)-benzo[d]isothiazol-6-yloxy]-butyl]-ethyl-amino]-ethanol, MS: 450 (MH+, 1Br).